This data is from the Open Reaction Database (ORD), a public repository of structured organic reaction records. The task is: describe an organic reaction: reactants, conditions, products, and yield The reactants are CCc1nc(C(F)(F)F)ccc1C=CC(=O)O, Cl, C#Cc1cc(CN)cc(F)c1NS(C)(=O)=O. Product: C#Cc1cc(CNC(=O)C=Cc2ccc(C(F)(F)F)nc2CC)cc(F)c1NS(C)(=O)=O. As a reaction SMILES: [CH2:18]([CH3:19])[c:20]1[n:21][c:22]([C:31]([F:32])([F:33])[F:34])[cH:23][cH:24][c:25]1[CH:26]=[CH:27][C:28](=[O:29])[OH:30].[ClH:17].[NH2:1][CH2:2][c:3]1[cH:4][c:5]([C:15]#[CH:16])[c:6]([NH:10][S:11](=[O:12])(=[O:13])[CH3:14])[c:7]([F:9])[cH:8]1>>[NH:1]([CH2:2][c:3]1[cH:4][c:5]([C:15]#[CH:16])[c:6]([NH:10][S:11](=[O:12])(=[O:13])[CH3:14])[c:7]([F:9])[cH:8]1)[C:28]([CH:27]=[CH:26][c:25]1[c:20]([CH2:18][CH3:19])[n:21][c:22]([C:31]([F:32])([F:33])[F:34])[cH:23][cH:24]1)=[O:29]. The reactants are NC=1C=CC(=C2CN(C(C12)=O)C)C1CCC(CC1)=O (7-amino-2-methyl-4-(4-oxocyclohexyl)-2,3-dihydro-1H-isoindol-1-one), CNC (dimethylamine), C1CCOC1 (THF), C(C)(=O)O[BH-](OC(C)=O)OC(C)=O.[Na+] (sodium triacetoxyborohydride). Solvent: ClCCCl (1,2-Dichloroethane). Conditions: time 24 hour. The product is NC=1C=CC(=C2CN(C(C12)=O)C)C1CCC(CC1)N(C)C (7-amino-4-[4-(dimethylamino)cyclohexyl]-2-methyl-2,3-dihydro-1H-isoindol-1-one). The yield is 58.0%. RXN SMILES: [NH2:1][C:2]1[CH:3]=[CH:4][C:5]([CH:13]2[CH2:18][CH2:17][C:16](=O)[CH2:15][CH2:14]2)=[C:6]2[C:10]=1[C:9](=[O:11])[N:8]([CH3:12])[CH2:7]2.[CH3:20][NH:21][CH3:22].C1COCC1.C(O[BH-](OC(=O)C)OC(=O)C)(=O)C.[Na+]>ClCCCl>[NH2:1][C:2]1[CH:3]=[CH:4][C:5]([CH:13]2[CH2:18][CH2:17][CH:16]([N:21]([CH3:22])[CH3:20])[CH2:15][CH2:14]2)=[C:6]2[C:10]=1[C:9](=[O:11])[N:8]([CH3:12])[CH2:7]2 |f:3.4|. Reported procedure: A solution of 7-amino-2-methyl-4-(4-oxocyclohexyl)-2,3-dihydro-1H-isoindol-1-one (100.0 mg, 0.3871 mmol) in 1,2-Dichloroethane (2.0 mL) was charged with 2.0 M of dimethylamine in THF (0.2903 mL, 0.5807 mmol) and sodium triacetoxyborohydride (164.1 mg, 0.7743 mmol). The reaction mixture was stirred at rt for 24 hours. The reaction mixture was quenched with NaHCO3 (10 mL) and extracted with EtOAc (20 mL). The organic layer was washed with brine (10 mL), dried over Na2SO4, filtered and concentrated... The reactants are COC(=O)c1ccc(C(=O)[O-])cc1, CC12CCCc3cc(N)cc(c31)CCC2, [Cl-], Cl, c1ccccc1, c1ccncc1. Product: COC(=O)c1ccc(C(=O)Nc2cc3c4c(c2)CCCC4(C)CCC3)cc1. Reaction SMILES: [C:17]([c:18]1[cH:19][cH:20][c:21]([C:22](=[O:23])[O-:24])[cH:25][cH:26]1)(=[O:27])[O:28][CH3:29].[CH3:1][C:2]12[CH2:3][CH2:4][CH2:5][c:6]3[cH:7][c:8]([NH2:15])[cH:9][c:10]([c:14]31)[CH2:11][CH2:12][CH2:13]2.[Cl-:16].[ClH:30].[cH:31]1[cH:32][cH:33][cH:34][cH:35][cH:36]1.[cH:37]1[cH:38][cH:39][n:40][cH:41][cH:42]1>>[CH3:1][C:2]12[CH2:3][CH2:4][CH2:5][c:6]3[cH:7][c:8]([NH:15][C:22]([c:21]4[cH:20][cH:19][c:18]([C:17](=[O:27])[O:28][CH3:29])[cH:26][cH:25]4)=[O:23])[cH:9][c:10]([c:14]31)[CH2:11][CH2:12][CH2:13]2. The reactants are CCCCOC(CNCC1OCC(C)C(C)O1)OCCCC, O=C(Cl)CCl, [Na+], [Na+], O=C([O-])[O-], O, c1ccccc1. Product: CCCCOC(CN(CC1OCC(C)C(C)O1)C(=O)CCl)OCCCC. RXN SMILES: [CH2:1]([CH2:2][CH2:3][CH3:4])[O:5][CH:6]([CH2:7][NH:8][CH2:9][CH:10]1[O:11][CH2:12][CH:13]([CH3:17])[CH:14]([CH3:16])[O:15]1)[O:18][CH2:19][CH2:20][CH2:21][CH3:22].[Cl:35][CH2:36][C:37](=[O:38])[Cl:39].[Na+:29].[Na+:30].[O-:31][C:32](=[O:33])[O-:34].[OH2:40].[cH:23]1[cH:24][cH:25][cH:26][cH:27][cH:28]1>>[CH2:1]([CH2:2][CH2:3][CH3:4])[O:5][CH:6]([CH2:7][N:8]([CH2:9][CH:10]1[O:11][CH2:12][CH:13]([CH3:17])[CH:14]([CH3:16])[O:15]1)[C:37]([CH2:36][Cl:35])=[O:38])[O:18][CH2:19][CH2:20][CH2:21][CH3:22]. Reactants: Amide, CCOC(=O)C.CO (EtOAc MeOH), CC=1C=CC=2N(C1)C=C(N2)C2=CC=C(N)C=C2 (4-(6-methylimidazo[1,2-a]pyridin-2-yl)aniline), [N+](=O)([O-])C1=CC=C(C(=O)Cl)C=C1 (4-nitrobenzoyl chloride). Solvent: N1=CC=CC=C1 (pyridine). Yields the product CC=1C=CC=2N(C1)C=C(N2)C2=CC=C(C=C2)NC(C2=CC=C(C=C2)[N+](=O)[O-])=O (N-[4-(6-Methylimidazo[1,2-a]pyridin-2-yl)phenyl]-4-nitrobenzamide). Isolated yield 79.6%. RXN SMILES: [CH3:1][C:2]1[CH:3]=[CH:4][C:5]2[N:6]([CH:8]=[C:9]([C:11]3[CH:17]=[CH:16][C:14]([NH2:15])=[CH:13][CH:12]=3)[N:10]=2)[CH:7]=1.[N+:18]([C:21]1[CH:29]=[CH:28][C:24]([C:25](Cl)=[O:26])=[CH:23][CH:22]=1)([O-:20])=[O:19].CCOC(C)=O.CO>N1C=CC=CC=1>[CH3:1][C:2]1[CH:3]=[CH:4][C:5]2[N:6]([CH:8]=[C:9]([C:11]3[CH:17]=[CH:16][C:14]([NH:15][C:25](=[O:26])[C:24]4[CH:23]=[CH:22][C:21]([N+:18]([O-:20])=[O:19])=[CH:29][CH:28]=4)=[CH:13][CH:12]=3)[N:10]=2)[CH:7]=1 |f:2.3|. Procedure: Prepared as described in the Amide Coupling section using 4-(6-methylimidazo[1,2-a]pyridin-2-yl)aniline (0.20 g, 0.897 mmol) and 4-nitrobenzoyl chloride (0.166 g, 0.897 mmol) in dry pyridine (13 ml) to give the title compound (0.266 g, 80%) as a pale yellow solid after work-up and flash chromatography (1:1 EtOAc/MeOH). Starting materials: CCCCN, C1CCOC1, CCN(CC)CCCOc1ccc([N+](=O)[O-])c(F)c1. Product: CCCCNc1cc(OCCCN(CC)CC)ccc1[N+](=O)[O-]. Reaction SMILES: [CH2:20]([CH2:21][CH2:22][CH3:23])[NH2:24].[CH2:25]1[O:26][CH2:27][CH2:28][CH2:29]1.[F:1][c:2]1[c:3]([N+:17](=[O:18])[O-:19])[cH:4][cH:5][c:6]([O:8][CH2:9][CH2:10][CH2:11][N:12]([CH2:13][CH3:14])[CH2:15][CH3:16])[cH:7]1>>[c:2]1([NH:24][CH2:20][CH2:21][CH2:22][CH3:23])[c:3]([N+:17](=[O:18])[O-:19])[cH:4][cH:5][c:6]([O:8][CH2:9][CH2:10][CH2:11][N:12]([CH2:13][CH3:14])[CH2:15][CH3:16])[cH:7]1.